From a dataset of the Open Reaction Database (ORD), a public repository of structured organic reaction records. describe an organic reaction: reactants, conditions, products, and yield Reactants: Cc1c(I)cccc1CO, [Na+], [Na+], O, O=S([O-])([O-])=S, c1ccccc1. Product: Cc1c(CO)cccc1-c1ccccc1. RXN SMILES: [I:1][c:2]1[c:3]([CH3:10])[c:4]([CH2:5][OH:6])[cH:7][cH:8][cH:9]1.[Na+:22].[Na+:23].[OH2:24].[S:17]([O-:18])([O-:19])(=[O:20])=[S:21].[cH:11]1[cH:12][cH:13][cH:14][cH:15][cH:16]1>>[c:2]1(-[c:11]2[cH:12][cH:13][cH:14][cH:15][cH:16]2)[c:3]([CH3:10])[c:4]([CH2:5][OH:6])[cH:7][cH:8][cH:9]1. The solvent is CN(C=O)C (N,N-dimethylformamide). Yields the product NC(N)=NC=1SC=C(N1)C=1OC(=CC1)CNC(=O)C=1OC=CC1 (2-(diaminomethyleneamino)-4-[5-(2-furoyl)aminomethylfuran-2-yl]thiazole). RXN SMILES: [O:1]1[CH:5]=[CH:4][CH:3]=[C:2]1[C:6](Cl)=[O:7].[NH2:9][CH2:10][C:11]1[O:15][C:14]([C:16]2[N:17]=[C:18]([N:21]=[C:22]([NH2:24])[NH2:23])[S:19][CH:20]=2)=[CH:13][CH:12]=1>CN(C)C=O>[NH2:23][C:22](=[N:21][C:18]1[S:19][CH:20]=[C:16]([C:14]2[O:15][C:11]([CH2:10][NH:9][C:6]([C:2]3[O:1][CH:5]=[CH:4][CH:3]=3)=[O:7])=[CH:12][CH:13]=2)[N:17]=1)[NH2:24]. Starting materials: O1C(=CC=C1)C(=O)Cl (2-Furoyl chloride), NCC1=CC=C(O1)C=1N=C(SC1)N=C(N)N (4-(5-aminomethylfuran-2-yl)-2-(diaminomethyleneamino)thiazole). Reported procedure: 2-Furoyl chloride (0.48 g) was added slowly to a solution of 4-(5-aminomethylfuran-2-yl)-2-(diaminomethyleneamino)thiazole (0.80 g) in N,N-dimethylformamide (20 ml) with cooling on an ice bath and the mixture was stirred for an hour with cooling on an ice bath. The solvent was removed under reduced pressure and the residue was chromatographed on a silica gel column eluting with a mixture of chloroform and methanol (30:1, (V/V). Recrystallization from methanol afforded 2-(diaminomethyleneamino)-4... Isolated yield 17.9%. As a reaction SMILES: [C:9]1(=[O:14])[CH2:10][CH2:11][CH2:12][O:13]1.[NH2:1][O:2][CH2:3][CH2:4][CH2:5][C:6]([OH:7])=[O:8]>>[NH2:1][O:2][CH2:3][CH2:12][CH2:11][CH2:10][C:9]([OH:13])=[O:14]. The product is NOCCCCC(=O)O. Starting materials: O=C1CCCO1, NOCCCC(=O)O. Starting materials: FC(C(=O)N1CC=2C=CC3=C(C2CC1)CCC[C@@H]3O)(F)F ((S)-2,2,2-trifluoro-1-(7-hydroxy-1,2,7,8,9,10-hexahydrobenzo[f]isoquinolin-3(4H)-yl)ethanone), C=1C=CC(=CC1)P(=O)(C=2C=CC=CC2)N=[N+]=[N-] (DPPA), Cl (HCl), C1CCC2=NCCCN2CC1 (DBU). The solvent is C1(=CC=CC=C1)C (toluene). Conditions: time 3 hour. The product is N(=[N+]=[N-])[C@@H]1CCCC=2C=3CCN(CC3C=CC21)C(C(F)(F)F)=O ((R)-1-(7-azido-1,2,7,8,9,10-hexahydrobenzo[f]-isoquinolin-3(4H)-yl)-2,2,2-trifluoroethanone). As a reaction SMILES: [F:1][C:2]([F:21])([F:20])[C:3]([N:5]1[CH2:14][CH2:13][C:12]2[C:11]3[CH2:15][CH2:16][CH2:17][C@H:18](O)[C:10]=3[CH:9]=[CH:8][C:7]=2[CH2:6]1)=[O:4].C1C=CC(P([N:36]=[N+:37]=[N-:38])(C2C=CC=CC=2)=O)=CC=1.C1CCN2C(=NCCC2)CC1.Cl>C1(C)C=CC=CC=1>[N:36]([C@H:18]1[C:10]2[CH:9]=[CH:8][C:7]3[CH2:6][N:5]([C:3](=[O:4])[C:2]([F:21])([F:20])[F:1])[CH2:14][CH2:13][C:12]=3[C:11]=2[CH2:15][CH2:16][CH2:17]1)=[N+:37]=[N-:38]. Procedure: To a solution of (S)-2,2,2-trifluoro-1-(7-hydroxy-1,2,7,8,9,10-hexahydrobenzo[f]isoquinolin-3(4H)-yl)ethanone (299 mg, 1 mmol) in 3 mL of toluene at −10° C. was added DPPA (0.26 mL, 1.2 mmol). To this stirred solution was then added DBU (0.18 mL, 1.2 mmol) dropwise while keeping the temperature below 0° C. After stirring at room temperature for 3 h, 0.5 mL of 10% HCl was added and the resulting solution was evaporated to dryness and directly submitted to flash chomatography (SiO2, hexane/EtOAc=1... Reactants: C(C)(C)(C)OC(=O)N1[C@H]([C@H](CCC1)OCC1=CC(=CC=2C=COC21)Br)C2=CC=CC=C2 ([2S,3S]-1-tert-butoxycarbonyl-2-phenyl-3-[(5-bromobenzofuran-7-yl)methyloxy]piperidine), CN1N=NC=C1[Sn](CCCC)(CCCC)CCCC (1-methyl-5-tributylstannanyl-1H-[1,2,3]triazole). Reagents/catalysts: Cl[Pd]([P](C1=CC=CC=C1)(C2=CC=CC=C2)C3=CC=CC=C3)([P](C4=CC=CC=C4)(C5=CC=CC=C5)C6=CC=CC=C6)Cl (Bis(triphenylphosphine)palladium dichloride). Run in C1(=CC=CC=C1)C (toluene). Product: C(C)(C)(C)OC(=O)N1[C@H]([C@H](CCC1)OCC1=CC(=CC=2C=COC21)C2=CN=NN2C)C2=CC=CC=C2 ([2S,3S]-1-tert-butoxycarbonyl-2-phenyl-3-{[5-(1-methyl-1H-[1,2,3]triazol-5-yl)benzofuran-7-yl]methyloxy}piperidine). The yield is 45.7%. RXN SMILES: [C:1]([O:5][C:6]([N:8]1[CH2:13][CH2:12][CH2:11][C@H:10]([O:14][CH2:15][C:16]2[C:24]3[O:23][CH:22]=[CH:21][C:20]=3[CH:19]=[C:18](Br)[CH:17]=2)[C@@H:9]1[C:26]1[CH:31]=[CH:30][CH:29]=[CH:28][CH:27]=1)=[O:7])([CH3:4])([CH3:3])[CH3:2].[CH3:32][N:33]1[C:37]([Sn](CCCC)(CCCC)CCCC)=[CH:36][N:35]=[N:34]1>C1(C)C=CC=CC=1.Cl[Pd](Cl)([P](C1C=CC=CC=1)(C1C=CC=CC=1)C1C=CC=CC=1)[P](C1C=CC=CC=1)(C1C=CC=CC=1)C1C=CC=CC=1>[C:1]([O:5][C:6]([N:8]1[CH2:13][CH2:12][CH2:11][C@H:10]([O:14][CH2:15][C:16]2[C:24]3[O:23][CH:22]=[CH:21][C:20]=3[CH:19]=[C:18]([C:37]3[N:33]([CH3:32])[N:34]=[N:35][CH:36]=3)[CH:17]=2)[C@@H:9]1[C:26]1[CH:31]=[CH:30][CH:29]=[CH:28][CH:27]=1)=[O:7])([CH3:4])([CH3:3])[CH3:2] |^1:60,79|. Procedure details: Bis(triphenylphosphine)palladium dichloride (5.0 mg) was added to a degassed solution of [2S,3S]-1-tert-butoxycarbonyl-2-phenyl-3-[(5-bromobenzofuran-7-yl)methyloxy]piperidine (111 mg), and 1-methyl-5-tributylstannanyl-1H-[1,2,3]triazole (165 mg) in dry toluene (5.0 ml) under a dry nitrogen atmosphere. The resulting solution was warmed to reflux for 18 hours. After this time the reaction was cooled to room temperature and the solvent removed under reduced pressure. The residue was partitioned be...